From a dataset of the Open Reaction Database (ORD), a public repository of structured organic reaction records. describe an organic reaction: reactants, conditions, products, and yield The reactants are C(C1=CC=CC=C1)OC(=O)N1[C@@H](C[C@H](C1)O[Si](C)(C)C)CO ((2S,4R)-2-Hydroxymethyl-4-trimethylsilanyloxy-pyrrolidine-1-carboxylic acid benzyl ester), IC (iodomethane). The reagents and catalysts are [Ag]=O (silver oxide). Solvent: CC(=O)C (acetone). Run at temperature 57 celsius. Yields the product C(C1=CC=CC=C1)OC(=O)N1[C@@H](C[C@H](C1)O[Si](C)(C)C)COC ((2S,4R)-2-Methoxymethyl-4-trimethylsilanyloxy-pyrrolidine-1-carboxylic acid benzyl ester). Yield: 67.0%. Reaction SMILES: [CH2:1]([O:8][C:9]([N:11]1[CH2:15][C@H:14]([O:16][Si:17]([CH3:20])([CH3:19])[CH3:18])[CH2:13][C@H:12]1[CH2:21][OH:22])=[O:10])[C:2]1[CH:7]=[CH:6][CH:5]=[CH:4][CH:3]=1.I[CH3:24]>CC(C)=O.[Ag]=O>[CH2:1]([O:8][C:9]([N:11]1[CH2:15][C@H:14]([O:16][Si:17]([CH3:18])([CH3:19])[CH3:20])[CH2:13][C@H:12]1[CH2:21][O:22][CH3:24])=[O:10])[C:2]1[CH:7]=[CH:6][CH:5]=[CH:4][CH:3]=1. Procedure details: To (2S,4R)-2-Hydroxymethyl-4-trimethylsilanyloxy-pyrrolidine-1-carboxylic acid benzyl ester in 10 mL of acetone was added iodomethane 0.86 mL (13.5 mmol), silver oxide 3.04 g (13.2 mmol) and the solution was warmed to 57° C. for 8 h. The mixture was cooled to 25° C., filtered through celite and concentrated. The residue was taken up in 50 mL of EtOAc and was washed with Sat. NaHCO3 (2×50 mL). The organic layer dried over Na2SO4 and concentrated. The residue was loaded onto 50 mL silica and elute...